From a dataset of the Open Reaction Database (ORD), a public repository of structured organic reaction records. describe an organic reaction: reactants, conditions, products, and yield The reactants are [H-].[Na+] (Sodium hydride), C1(=CC=CC=C1)C1=NNC=C1CCC(=O)OCC (ethyl 3-(3-phenyl-1H-pyrazol-4-yl)propionate), ClCC1=CC=C(C(=O)OCC2=CC=CC=C2)C=C1 (benzyl 4-chloromethylbenzoate), CN(C=O)C (N,N-dimethylformamide). Solvent: O (water). Run at time 2.5 day. Product: C(C)OC(CCC=1C(=NN(C1)CC1=CC=C(C(=O)OCC2=CC=CC=C2)C=C1)C1=CC=CC=C1)=O (benzyl 4-[4-(3-ethoxy-3-oxo-1-propyl)-3-phenyl-1H-pyrazole-1-ylmethyl]benzoate). Isolated yield 87.6%. As a reaction SMILES: [H-].[Na+].[C:3]1([C:9]2[C:13]([CH2:14][CH2:15][C:16]([O:18][CH2:19][CH3:20])=[O:17])=[CH:12][NH:11][N:10]=2)[CH:8]=[CH:7][CH:6]=[CH:5][CH:4]=1.Cl[CH2:22][C:23]1[CH:38]=[CH:37][C:26]([C:27]([O:29][CH2:30][C:31]2[CH:36]=[CH:35][CH:34]=[CH:33][CH:32]=2)=[O:28])=[CH:25][CH:24]=1.CN(C)C=O>O>[CH2:19]([O:18][C:16](=[O:17])[CH2:15][CH2:14][C:13]1[C:9]([C:3]2[CH:4]=[CH:5][CH:6]=[CH:7][CH:8]=2)=[N:10][N:11]([CH2:22][C:23]2[CH:24]=[CH:25][C:26]([C:27]([O:29][CH2:30][C:31]3[CH:32]=[CH:33][CH:34]=[CH:35][CH:36]=3)=[O:28])=[CH:37][CH:38]=2)[CH:12]=1)[CH3:20] |f:0.1|. Procedure: Sodium hydride (60%, oily, 180 mg) was added to a mixture of ethyl 3-(3-phenyl-1H-pyrazol-4-yl)propionate (1.00 g), benzyl 4-chloromethylbenzoate (1.17 g), and N,N-dimethylformamide (10 ml) at 0° C., and the mixture was stirred for 2.5 days at room temperature. The reaction mixture was poured into water, which was extracted with ethyl acetate. The ethyl acetate layer was washed with saturated aqueous sodium chloride solution, dried (MgSO4), and then concentrated. The residue was subjected to sil... Reactants: CN1CCCC1CCN1CCSc2cc(N)ccc21, CCO, I, CSC(=N)c1cccs1. Product: CN1CCCC1CCN1CCSc2cc(NC(=N)c3cccs3)ccc21. RXN SMILES: [CH3:1][N:2]1[CH:3]([CH2:7][CH2:8][N:9]2[c:10]3[c:11]([cH:15][c:16]([NH2:19])[cH:17][cH:18]3)[S:12][CH2:13][CH2:14]2)[CH2:4][CH2:5][CH2:6]1.[CH3:30][CH2:31][OH:32].[IH:20].[s:21]1[c:22]([C:26](=[NH:27])[S:28][CH3:29])[cH:23][cH:24][cH:25]1>>[CH3:1][N:2]1[CH:3]([CH2:7][CH2:8][N:9]2[c:10]3[c:11]([cH:15][c:16]([NH:19][C:26]([c:22]4[s:21][cH:25][cH:24][cH:23]4)=[NH:27])[cH:17][cH:18]3)[S:12][CH2:13][CH2:14]2)[CH2:4][CH2:5][CH2:6]1. The reactants are C(O)([O-])=O.[NH4+] (Ammonium hydrogencarbonate), ON1N=NC2=C1C=CC=C2 (1-Hydroxybenzotriazole), Cl.CN(CCCN=C=NCC)C (N-(3-dimethylaminopropyl)-N'-ethylcarbodiimide hydrochloride), C(C)(C)(C)OC(=O)N[C@H](CC1=CC2=CC=CC=C2C=C1)C=1SC(=C(N1)C(=O)O)C1=CC=CC=C1 (2-((1R)-1-(tert-Butoxycarbonylamino)-2-(2-naphthyl)ethyl)-5-phenyl-1,3-thiazole-4-carboxylic acid). Solvent: C(Cl)Cl (methylene chloride), C(Cl)Cl (Methylene chloride). Reaction conditions: time 15 minute. The product is C(C)(C)(C)OC(=O)N[C@H](CC1=CC2=CC=CC=C2C=C1)C=1SC(=C(N1)C(=O)N)C1=CC=CC=C1 (2-((1R)-1-(tert-butoxycarbonylamino)-2-(2-naphthyl)ethyl)-5-phenyl-1,3-thiazole-4-carboxylic acid amide). The yield is 90.4%. As a reaction SMILES: [C:1]([O:5][C:6]([NH:8][C@@H:9]([C:21]1[S:22][C:23]([C:29]2[CH:34]=[CH:33][CH:32]=[CH:31][CH:30]=2)=[C:24]([C:26](O)=[O:27])[N:25]=1)[CH2:10][C:11]1[CH:20]=[CH:19][C:18]2[C:13](=[CH:14][CH:15]=[CH:16][CH:17]=2)[CH:12]=1)=[O:7])([CH3:4])([CH3:3])[CH3:2].O[N:36]1C2C=CC=CC=2N=N1.Cl.CN(C)CCCN=C=NCC.C(=O)([O-])O.[NH4+]>C(Cl)Cl>[C:1]([O:5][C:6]([NH:8][C@@H:9]([C:21]1[S:22][C:23]([C:29]2[CH:34]=[CH:33][CH:32]=[CH:31][CH:30]=2)=[C:24]([C:26]([NH2:36])=[O:27])[N:25]=1)[CH2:10][C:11]1[CH:20]=[CH:19][C:18]2[C:13](=[CH:14][CH:15]=[CH:16][CH:17]=2)[CH:12]=1)=[O:7])([CH3:2])([CH3:4])[CH3:3] |f:2.3,4.5|. Procedure: 2-((1R)-1-(tert-Butoxycarbonylamino)-2-(2-naphthyl)ethyl)-5-phenyl-1,3-thiazole-4-carboxylic acid (0.17 g; 0.362 mmol) was dissolved in methylene chloride (8 ml). 1-Hydroxybenzotriazole (0.049 g; 0.362 mmol) and N-(3-dimethylaminopropyl)-N'-ethylcarbodiimide hydrochloride (0.083 g; 0.434 mmol) were added. The reaction mixture was stirred 15 min at room temperature. Ammonium hydrogencarbonate (0.057 g; 0.724 mmol) was added and the reaction mixture was stirred 12 h at room temperature. Methylene ... Reactants: [OH-].[Na+] (Sodium hydroxide), C(C(C)C)OC(=O)N(S(=O)(=O)C=1C(=NC=CC1)C1=CC=C(C=C1)OC(C)C(=O)OC)C1=NC=C(N=C1OC)C (N-(isobutoxycarbonyl)-2-(4-[1-(methoxycarbonyl)ethoxy]phenyl)-N-(3-methoxy-5-methylpyrazin-2-yl)pyridine-3-sulphonamide). The solvent is CO (methanol), C(OC)COC (dimethoxyethane). Reaction conditions: time 3 day. Product: C(=O)(O)C(C)OC1=CC=C(C=C1)C1=NC=CC=C1S(=O)(=O)NC1=NC=C(N=C1OC)C (2-[4-(1-carboxyethoxy)phenyl]-N-(3-methoxy-5-methylpyrazin-2-yl)pyridine-3-sulphonamide). Isolated yield 40.8%. As a reaction SMILES: [OH-].[Na+].C(OC([N:10]([C:33]1[C:38]([O:39][CH3:40])=[N:37][C:36]([CH3:41])=[CH:35][N:34]=1)[S:11]([C:14]1[C:15]([C:20]2[CH:25]=[CH:24][C:23]([O:26][CH:27]([C:29]([O:31]C)=[O:30])[CH3:28])=[CH:22][CH:21]=2)=[N:16][CH:17]=[CH:18][CH:19]=1)(=[O:13])=[O:12])=O)C(C)C>CO.C(COC)OC>[C:29]([CH:27]([O:26][C:23]1[CH:24]=[CH:25][C:20]([C:15]2[C:14]([S:11]([NH:10][C:33]3[C:38]([O:39][CH3:40])=[N:37][C:36]([CH3:41])=[CH:35][N:34]=3)(=[O:13])=[O:12])=[CH:19][CH:18]=[CH:17][N:16]=2)=[CH:21][CH:22]=1)[CH3:28])([OH:31])=[O:30] |f:0.1|. Procedure details: 2M Sodium hydroxide solution (1 ml) was added to a solution of N-(isobutoxycarbonyl)-2-(4-[1-(methoxycarbonyl)ethoxy]phenyl)-N-(3-methoxy-5-methylpyrazin-2-yl)pyridine-3-sulphonamide (0.302 g) in methanol (5 ml) and dimethoxyethane (5 ml) and the solution was stirred for 3 days. Volatile material was removed by evaporation and the residue was dissolved in water (15 ml). The solution was washed with ethyl acetate (2×15 ml) and acidified to pH3 with 6M hydrochloric acid. The mixture was extracted ...